Dataset: the Open Reaction Database (ORD), a public repository of structured organic reaction records. Task: describe an organic reaction: reactants, conditions, products, and yield The reactants are four, C(C)N(CCCCCC)CC (diethyl hexyl amine), COP(OC)(OC)=O (trimethyl phosphoric acid). The solvent is CO (methanol). Yields the product P(=O)([O-])([O-])[O-].C(C)[N+](C)(CCCCCC)CC.C(C)[N+](CC)(CCCCCC)C.C(C)[N+](CC)(CCCCCC)C (diethyl hexyl methyl ammonium phosphate). Isolated yield 134.1%. As a reaction SMILES: [CH2:1]([N:3]([CH2:10][CH3:11])[CH2:4][CH2:5][CH2:6][CH2:7][CH2:8][CH3:9])[CH3:2].[CH3:12][O:13][P:14](=[O:19])([O:17]C)[O:15]C>CO>[P:14]([O-:19])([O-:17])([O-:15])=[O:13].[CH2:10]([N+:3]([CH2:1][CH3:2])([CH2:4][CH2:5][CH2:6][CH2:7][CH2:8][CH3:9])[CH3:12])[CH3:11].[CH2:10]([N+:3]([CH3:12])([CH2:4][CH2:5][CH2:6][CH2:7][CH2:8][CH3:9])[CH2:1][CH3:2])[CH3:11].[CH2:10]([N+:3]([CH3:12])([CH2:4][CH2:5][CH2:6][CH2:7][CH2:8][CH3:9])[CH2:1][CH3:2])[CH3:11] |f:3.4.5.6|. Procedure details: To a 200 ml four necked flask equipped with a stirrer, a dropping funnel, a cooling tube and a thermometer, 78.65 g (0.5 mol) of diethyl hexyl amine and 50 ml of methanol were charged and heated, to which 70.04 g (0.50 mol) of trimethyl phosphoric acid was dropped slowly taking one hour or more and refluxed for 15 hours. After reaction, they were cooled to room temperature and 136.80 g of diethyl hexyl methyl ammonium phosphate was obtained by drying under a reduced pressure. Then, 136.80 g of t... Starting materials: [H-].[Na+] (sodium hydride), ClC1=CC=C(CCl)C=C1 (4-chlorobenzyl chloride), ice water, CC1(COCOC1)C(CN1N=CN=C1)=O (1-(5-methyl-1,3-dioxan-5-yl)-2-(1,2,4-triazol-1-yl)-ethan-1-one). The solvent is CN(C=O)C (dimethylformamide), CN(C=O)C (dimethylformamide), CN(C=O)C (dimethylformamide). Conditions: temperature 25 celsius, time 3 hour. The product is CC1(COCOC1)C(C(CC1=CC=C(C=C1)Cl)N1N=CN=C1)=O (1-(5-methyl-1,3-dioxan-5-yl)-2-(1,2,4-triazol-1-yl)-3-(4-chlorophenyl)-propan-1-one). Isolated yield 66.7%. Reaction SMILES: [CH3:1][C:2]1([C:8](=[O:15])[CH2:9][N:10]2[CH:14]=[N:13][CH:12]=[N:11]2)[CH2:7][O:6][CH2:5][O:4][CH2:3]1.[H-].[Na+].[Cl:18][C:19]1[CH:26]=[CH:25][C:22]([CH2:23]Cl)=[CH:21][CH:20]=1>CN(C)C=O>[CH3:1][C:2]1([C:8](=[O:15])[CH:9]([N:10]2[CH:14]=[N:13][CH:12]=[N:11]2)[CH2:23][C:22]2[CH:25]=[CH:26][C:19]([Cl:18])=[CH:20][CH:21]=2)[CH2:7][O:6][CH2:5][O:4][CH2:3]1 |f:1.2|. Procedure: A solution of 105.5 g (0.5 mole) of 1-(5-methyl-1,3-dioxan-5-yl)-2-(1,2,4-triazol-1-yl)-ethan-1-one in 100 ml of dimethylformamide is added dropwise, at 20°-25° C., to a suspension, stirred under pure nitrogen, of 13.2 g (0.55 mole) of sodium hydride in 100 ml of dry dimethylformamide. The reaction mixture is then stirred for three hours at 25° C., after which a solution of 81 g (0.5 mole) of 4-chlorobenzyl chloride in 50 ml of dimethylformamide is added dropwise and stirring is then continued f... Starting materials: C(C)(C)(C)OC(=O)N1CCC(CC1)N1CCN(CC1)C(NC1=CC(=C(C=C1)Br)OC(F)(F)F)=O (4-[4-(4-bromo-3-trifluoromethoxy-phenylcarbamoyl)-piperazin-1-yl]-piperidine-1-carboxylic acid tert-butyl ester). Run in Cl (HCl), O1CCOCC1 (1,4-dioxane). Product: BrC1=C(C=C(C=C1)NC(=O)N1CCN(CC1)C1CCNCC1)OC(F)(F)F (4-Piperidin-4-yl-piperazine-1-carboxylic acid (4-bromo-3-trifluoromethoxy-phenyl)-amide). RXN SMILES: C(OC([N:8]1[CH2:13][CH2:12][CH:11]([N:14]2[CH2:19][CH2:18][N:17]([C:20](=[O:34])[NH:21][C:22]3[CH:27]=[CH:26][C:25]([Br:28])=[C:24]([O:29][C:30]([F:33])([F:32])[F:31])[CH:23]=3)[CH2:16][CH2:15]2)[CH2:10][CH2:9]1)=O)(C)(C)C>Cl.O1CCOCC1>[Br:28][C:25]1[CH:26]=[CH:27][C:22]([NH:21][C:20]([N:17]2[CH2:16][CH2:15][N:14]([CH:11]3[CH2:12][CH2:13][NH:8][CH2:9][CH2:10]3)[CH2:19][CH2:18]2)=[O:34])=[CH:23][C:24]=1[O:29][C:30]([F:31])([F:32])[F:33]. Reported procedure: A solution of 4-[4-(4-bromo-3-trifluoromethoxy-phenylcarbamoyl)-piperazin-1-yl]-piperidine-1-carboxylic acid tert-butyl ester (61.8 mg, 0.11 mmol) in 4 M of HCl in 1,4-dioxane (2.8 mL) was stirred at RT for 1 h to provide the title intermediate. Reactants: FC1=CC=C(C=C1)C1NC=2C=CC=CC2C2C1CCN2C(=O)[O-] (4-(4-fluorophenyl)-2,3,3a,4,5,9b-hexahydro-1H-pyrrolo[3,2-c]quinoline-1-carboxylate). The reagents and catalysts are [Pd] (palladium on carbon). Run in C(C)O (ethanol). Conditions: time 2 hour. The product is FC1=CC=C(C=C1)[C@@H]1NC=2C=CC=CC2[C@H]2[C@@H]1CCN2 ((3aS*,4R*,9bR*)-4-(4-Fluorophenyl)-2,3,3a,4,5,9b-hexahydro-1H-pyrrolo[3,2-c]quinoline). Isolated yield 105.2%. RXN SMILES: [F:1][C:2]1[CH:7]=[CH:6][C:5]([CH:8]2[CH:17]3[CH2:18][CH2:19][N:20](C([O-])=O)[CH:16]3[C:15]3[CH:14]=[CH:13][CH:12]=[CH:11][C:10]=3[NH:9]2)=[CH:4][CH:3]=1>[Pd].C(O)C>[F:1][C:2]1[CH:7]=[CH:6][C:5]([C@H:8]2[C@H:17]3[CH2:18][CH2:19][NH:20][C@H:16]3[C:15]3[CH:14]=[CH:13][CH:12]=[CH:11][C:10]=3[NH:9]2)=[CH:4][CH:3]=1. Procedure: A mixture of benzyl(3aR*,4R*,9bR*)-4-(4-fluorophenyl)-2,3,3a,4,5,9b-hexahydro-1H-pyrrolo[3,2-c]quinoline-1-carboxylate (500 mg, 1.24 mmol) and 10% palladium on carbon (50% aqueous, 0.3 g) in ethanol (20 ml) was stirred at room temperature under hydrogen atmosphere for 2 hrs. The catalyst was filtered off, and the mixture was washed with ethanol. The solvent was evaporated under reduced pressure to give the title compound (350 mg, ca. 100%) as an oil. Starting materials: CCN=C=NCCCN(C)C (EDAC), NC1=C(C2=C(N(C3=CC=CC=C23)C(C)C)C=N1)CC (3-amino-4-ethyl-9-isopropyl-9H-pyrido[3,4-b]indole), N1=CC=C(C=C1)CCC(=O)O (3-(pyridin-4-yl)propanoic acid). The reagents and catalysts are CN(C)C=1C=CN=CC1 (DMAP). Solvent: CN(C)C=O (DMF). Run at time 18 hour. Product: N1=CC=C(C=C1)CCC(=O)NC1=C(C2=C(N(C3=CC=CC=C23)C(C)C)C=N1)CC (3-(3-Pyrid-4-ylpropionamido)-4-ethyl-9-isopropyl-9H-pyrido[3,4-b]indole). RXN SMILES: CCN=C=NCCCN(C)C.[NH2:12][C:13]1[N:28]=[CH:27][C:16]2[N:17]([CH:24]([CH3:26])[CH3:25])[C:18]3[C:23]([C:15]=2[C:14]=1[CH2:29][CH3:30])=[CH:22][CH:21]=[CH:20][CH:19]=3.[N:31]1[CH:36]=[CH:35][C:34]([CH2:37][CH2:38][C:39](O)=[O:40])=[CH:33][CH:32]=1>CN(C1C=CN=CC=1)C.CN(C=O)C>[N:31]1[CH:36]=[CH:35][C:34]([CH2:37][CH2:38][C:39]([NH:12][C:13]2[N:28]=[CH:27][C:16]3[N:17]([CH:24]([CH3:26])[CH3:25])[C:18]4[C:23]([C:15]=3[C:14]=2[CH2:29][CH3:30])=[CH:22][CH:21]=[CH:20][CH:19]=4)=[O:40])=[CH:33][CH:32]=1. Procedure: EDAC (0.035 g, 0.18 mmol) was added to a solution of 3-amino-4-ethyl-9-isopropyl-9H-pyrido[3,4-b]indole (Method 5; 0.03 g, 0.12 mmol), DMAP (0.007 g, 0.06 mmol) and 3-(pyridin-4-yl)propanoic acid (Method 6; 0.027 g, 0.18 mmol) in DMF (10 ml). The mixture was stirred at room temperature for 18 hours. The solvent was removed in vacuo and the residue partitioned between dichloromethane and a saturated solution of sodium bicarbonate. The organic layer was separated, washed with brine, dried over mag...